Dataset: the Open Reaction Database (ORD), a public repository of structured organic reaction records. Task: describe an organic reaction: reactants, conditions, products, and yield Procedure details: The general procedures of Examples 1 and 2 are repeated. The compound 4-methoxy-N-methyl-2-nitrodiphenylamine is prepared and reduced to the corresponding 2-amino derivative which is converted to 5'-methoxy-1-methyl-2'-(N-methylanilino)isonipecotanilide. This isonipecotanilide base is treated with phosphorus pentoxide/phosphorus oxychloride, the cyclized product is isolated and purified and 8-methoxy-5-methyl-11-(1-methyl-4-piperidyl)-5H-dibenzo[b,e]-[1,4]diazepine is obtained. Starting materials: 2-amino, COC=1C=CC(=C(NC(C2CCN(CC2)C)=O)C1)N(C1=CC=CC=C1)C (5'-methoxy-1-methyl-2'-(N-methylanilino)isonipecotanilide), N1CCC(C(=O)NC2=CC=CC=C2)CC1 (isonipecotanilide), O=P12OP3(=O)OP(=O)(O1)OP(=O)(O2)O3.P(=O)(Cl)(Cl)Cl (phosphorus pentoxide phosphorus oxychloride). Product: 4-methoxy-N-methyl-2-nitrodiphenylamine, COC=1C=CC2=C(N=C(C3=C(N2C)C=CC=C3)C3CCN(CC3)C)C1 (8-methoxy-5-methyl-11-(1-methyl-4-piperidyl)-5H-dibenzo[b,e]-[1,4]diazepine). As a reaction SMILES: [CH3:1][O:2][C:3]1[CH:4]=[CH:5][C:6]([N:19]([CH3:26])[C:20]2[CH:25]=[CH:24][CH:23]=[CH:22][CH:21]=2)=[C:7]([CH:18]=1)[NH:8][C:9](=O)[CH:10]1[CH2:15][CH2:14][N:13]([CH3:16])[CH2:12][CH2:11]1.N1CCC(C(NC2C=CC=CC=2)=O)CC1.O=P12OP3(OP(OP(O3)(O1)=O)(=O)O2)=O.P(Cl)(Cl)(Cl)=O>>[CH3:1][O:2][C:3]1[CH:4]=[CH:5][C:6]2[N:19]([CH3:26])[C:20]3[CH:25]=[CH:24][CH:23]=[CH:22][C:21]=3[C:9]([CH:10]3[CH2:15][CH2:14][N:13]([CH3:16])[CH2:12][CH2:11]3)=[N:8][C:7]=2[CH:18]=1 |f:2.3|. Reactants: C(C)OC(C1=C(C=C(C=C1)NC(=O)NC=1C=C2C(CC(OC2=C(C1)C#C)(C)C)(C)C)F)=O (4-[3-(8-ethynyl-2,2,4,4-tetramethyl-chroman-6-yl)-ureido]-2-fluoro-benzoic acid ethyl ester), C(C)OC(C1=C(C=C(C=C1)NC(=O)NC=1C=C2C(CC(OC2=C(C1)C#C)(C)C)(C)C)F)=O (4-[3-(8-ethynyl-2,2,4,4-tetramethyl-chroman-6-yl)-ureido]-2-fluoro-benzoic acid ethyl ester), [OH-].[Li+] (lithium hydroxide). Solvent: CO (methanol), O1CCCC1 (tetrahydrofuran), O (water). Reaction conditions: time 8 hour. The product is C(#C)C=1C=C(C=C2C(CC(OC12)(C)C)(C)C)NC(NC1=CC(=C(C(=O)O)C=C1)F)=O (4-[3-(8-Ethynyl-2,2,4,4-tetramethyl-chroman-6-yl)-ureido]-2-fluoro-benzoic acid). Isolated yield 62.3%. As a reaction SMILES: C([O:3][C:4](=[O:32])[C:5]1[CH:10]=[CH:9][C:8]([NH:11][C:12]([NH:14][C:15]2[CH:16]=[C:17]3[C:22](=[C:23]([C:25]#[CH:26])[CH:24]=2)[O:21][C:20]([CH3:28])([CH3:27])[CH2:19][C:18]3([CH3:30])[CH3:29])=[O:13])=[CH:7][C:6]=1[F:31])C.[OH-].[Li+]>CO.O1CCCC1.O>[C:25]([C:23]1[CH:24]=[C:15]([NH:14][C:12](=[O:13])[NH:11][C:8]2[CH:9]=[CH:10][C:5]([C:4]([OH:32])=[O:3])=[C:6]([F:31])[CH:7]=2)[CH:16]=[C:17]2[C:22]=1[O:21][C:20]([CH3:27])([CH3:28])[CH2:19][C:18]2([CH3:30])[CH3:29])#[CH:26] |f:1.2|. Reported procedure: A solution of 4-[3-(8-ethynyl-2,2,4,4-tetramethyl-chroman-6-yl)-ureido]-2-fluoro-benzoic acid ethyl ester (Intermediate 212, 0.12 g) in methanol (2 mL), tetrahydrofuran (2 mL) and water (1 mL) was treated with lithium hydroxide (0.177 g, 4.2 mmol) and the resulting reaction mixture was stirred at ambient temperature overnight. The volatiles were evaporated in vacuo, the residue was diluted with water and neutralized with dilute hydrochloric acid and extracted with ethyl acetate. The organic phas... The reactants are [OH-].[Na+] (NaOH), C(CC)OC(=O)C1=CN(C2=NC=C(C=C21)[N+](=O)[O-])C(C)(C)C (1-tert-butyl-5-nitro-1H-pyrrolo[2,3-b]pyridine-3-carboxylic acid propyl ester), Cl (HCl). Solvent: C(C)O (ethanol). The product is C(C)(C)(C)N1C=C(C=2C1=NC=C(C2)[N+](=O)[O-])C(=O)O (1-tert-butyl-5-nitro-1H-pyrrolo[2,3-b]pyridine-3-carboxylic acid). Isolated yield 89.1%. RXN SMILES: C([O:4][C:5]([C:7]1[C:15]2[C:10](=[N:11][CH:12]=[C:13]([N+:16]([O-:18])=[O:17])[CH:14]=2)[N:9]([C:19]([CH3:22])([CH3:21])[CH3:20])[CH:8]=1)=[O:6])CC.[OH-].[Na+].Cl>C(O)C>[C:19]([N:9]1[C:10]2=[N:11][CH:12]=[C:13]([N+:16]([O-:18])=[O:17])[CH:14]=[C:15]2[C:7]([C:5]([OH:6])=[O:4])=[CH:8]1)([CH3:22])([CH3:20])[CH3:21] |f:1.2|. Reported procedure: To a suspension of 5.00 g (16.38 mmol) of 1-tert-butyl-5-nitro-1H-pyrrolo[2,3-b]pyridine-3-carboxylic acid propyl ester in 50 mL of 95° ethanol, it was added 2M NaOH (50 mL; 100 mmol) under stirring. The mixture was heated to reflux for 1 hour obtaining the complete consumption of the substrate. The resulting solution was cooled to room temperature and concentrated under reduced pressure to a slurry that was diluted with 250 mL of water and washed with 100 mL of a 1:1 mixture of diethyl ether an...